From a dataset of the Open Reaction Database (ORD), a public repository of structured organic reaction records. describe an organic reaction: reactants, conditions, products, and yield Reactants: CN(C)C=O, CC(=O)CCCl, [Na], O=C1NS(=O)(=O)c2ccccc21. The product is CC(=O)CCN1C(=O)c2ccccc2S1(=O)=O. As a reaction SMILES: [CH3:20][N:21]([CH3:22])[CH:23]=[O:24].[Cl:1][CH2:2][CH2:3][C:4]([CH3:5])=[O:6].[Na:19].[S:7]1(=[O:8])(=[O:9])[NH:10][C:11](=[O:12])[c:13]2[cH:14][cH:15][cH:16][cH:17][c:18]21>>[CH2:2]([CH2:3][C:4]([CH3:5])=[O:6])[N:10]1[S:7](=[O:8])(=[O:9])[c:18]2[c:13]([cH:14][cH:15][cH:16][cH:17]2)[C:11]1=[O:12]. Product: N#Cc1c[nH]c(C(=O)Nc2ccc(C3CCN(C(=O)Cc4ccncc4)CC3)cc2C2=CCCCC2)n1, O=C(O)C(F)(F)F. As a reaction SMILES: [C:8]1([c:14]2[c:15]([NH:26][C:27](=[O:28])[c:29]3[nH:30][cH:31][c:32]([C:34]#[N:35])[n:33]3)[cH:16][cH:17][c:18]([CH:20]3[CH2:21][CH2:22][NH:23][CH2:24][CH2:25]3)[cH:19]2)=[CH:9][CH2:10][CH2:11][CH2:12][CH2:13]1.[F:1][C:2]([C:3](=[O:4])[OH:5])([F:6])[F:7].[n:36]1[cH:37][cH:38][c:39]([CH2:42][C:43](=[O:44])[OH:45])[cH:40][cH:41]1>>[C:8]1([c:14]2[c:15]([NH:26][C:27](=[O:28])[c:29]3[nH:30][cH:31][c:32]([C:34]#[N:35])[n:33]3)[cH:16][cH:17][c:18]([CH:20]3[CH2:21][CH2:22][N:23]([C:43]([CH2:42][c:39]4[cH:38][cH:37][n:36][cH:41][cH:40]4)=[O:44])[CH2:24][CH2:25]3)[cH:19]2)=[CH:9][CH2:10][CH2:11][CH2:12][CH2:13]1.[F:1][C:2]([C:3](=[O:4])[OH:5])([F:6])[F:7]. The reactants are N#Cc1c[nH]c(C(=O)Nc2ccc(C3CCNCC3)cc2C2=CCCCC2)n1, O=C(O)C(F)(F)F, O=C(O)Cc1ccncc1. Yields the product CC1=NC(=CC=C1N1CCN(CC1)C(=O)C1=C(C=C(C=C1)N1S(CCC1)(=O)=O)F)C ([4-(2,6-dimethylpyridin-3-yl)piperazin-1-yl][4-(1,1-dioxo-1λ6-isothiazolidin-2-yl)-2-fluorophenyl]methanone). Procedure: Using 4-(1,1-dioxo-1λ6-isothiazolidin-2-yl)-2-fluorobenzoic acid (291 mg) described in Preparation Example 23 and 1-(2,6-dimethylpyridin-3-yl)piperazine (215 mg) described in Preparation Example 94 and by the reaction and treatment in the same manner as in Example 87, the title compound (175 mg) was obtained. Reactants: O=S1(N(CCC1)C1=CC(=C(C(=O)O)C=C1)F)=O (4-(1,1-dioxo-1λ6-isothiazolidin-2-yl)-2-fluorobenzoic acid), CC1=NC(=CC=C1N1CCNCC1)C (1-(2,6-dimethylpyridin-3-yl)piperazine). RXN SMILES: [O:1]=[S:2]1(=[O:17])[CH2:6][CH2:5][CH2:4][N:3]1[C:7]1[CH:15]=[CH:14][C:10]([C:11]([OH:13])=O)=[C:9]([F:16])[CH:8]=1.[CH3:18][C:19]1[C:24]([N:25]2[CH2:30][CH2:29][NH:28][CH2:27][CH2:26]2)=[CH:23][CH:22]=[C:21]([CH3:31])[N:20]=1>>[CH3:18][C:19]1[C:24]([N:25]2[CH2:30][CH2:29][N:28]([C:11]([C:10]3[CH:14]=[CH:15][C:7]([N:3]4[CH2:4][CH2:5][CH2:6][S:2]4(=[O:1])=[O:17])=[CH:8][C:9]=3[F:16])=[O:13])[CH2:27][CH2:26]2)=[CH:23][CH:22]=[C:21]([CH3:31])[N:20]=1. Yield: 36.0%. Reactants: O (water), C([O-])([O-])=O.[Na+].[Na+] (sodium carbonate), NC1=CNC2=CC=CC=C12 (3-aminoindole), Cl.ClC1=CC=NC=C1 (4-chloropyridine hydrochloride), CN1C(CCC1)=O (1-methyl-2-pyrrolidinone), Cl.ClC1=CC=NC=C1 (4-chloropyridine hydrochloride). Conditions: time 2 hour. The product is C(\C=C/C(=O)O)(=O)O.N1=CC=C(C=C1)NC1=CNC2=CC=CC=C12 (3-(4-Pyridinylamino)-1H-indole maleate). RXN SMILES: [NH2:1][C:2]1[C:10]2[C:5](=[CH:6][CH:7]=[CH:8][CH:9]=2)[NH:4][CH:3]=1.Cl.Cl[C:13]1[CH:18]=[CH:17][N:16]=[CH:15][CH:14]=1.[OH2:19].[C:20](=[O:23])([O-:22])[O-].[Na+].[Na+].CN1C[CH2:30][CH2:29][C:28]1=[O:32]>>[C:28]([OH:32])(=[O:19])/[CH:29]=[CH:30]\[C:20]([OH:22])=[O:23].[N:16]1[CH:17]=[CH:18][C:13]([NH:1][C:2]2[C:10]3[C:5](=[CH:6][CH:7]=[CH:8][CH:9]=3)[NH:4][CH:3]=2)=[CH:14][CH:15]=1 |f:1.2,4.5.6,8.9|. Procedure details: A solution of 3-aminoindole (8 g) and 4-chloropyridine hydrochloride (12 g) in 150 mL 1-methyl-2-pyrrolidinone (NMP hereinafter) was stirred at 70-75° C. for one hour, after which additional 4-chloropyridine hydrochloride (4 g) was added. After stirring a total of two hours, the mixture was cooled, stirred with water, basified with sodium carbonate and extracted with ethyl acetate. The organic extract was washed successively with water and a saturated sodium chloride solution and thereafter drie... Starting materials: C(C)(C)N(C(C)C)CC (N,N-Diisopropylethylamine), BrC=1C=C(C(=NC1)NC=1SC2=NC=CC=C2N1)SC=1C=C(C(=O)O)C=CC1 (3-(5-bromo-2-(thiazolo[5,4-b]pyridin-2-ylamino)pyridin-3-ylthio)benzoic acid), CN(CCN)C (N1,N1-dimethylethane-1,2-diamine), Cl.CN(CCCN=C=NCC)C (1-(3-dimethylaminopropyl)-3-ethylcarbodiimide hydrochloride), C=1C=CC2=C(C1)N=NN2O.O (HOBT H2O). The solvent is O (water), CN(C)C=O (DMF). Reaction conditions: time 2 day. Product: BrC=1C=C(C(=NC1)NC=1SC2=NC=CC=C2N1)SC=1C=C(C(=O)NCCN(C)C)C=CC1 (3-(5-bromo-2-(thiazolo[5,4-b]pyridin-2-ylamino)pyridin-3-ylthio)-N-(2-(dim ethylamino)ethyl)benzamide). Yield: 33.3%. As a reaction SMILES: [Br:1][C:2]1[CH:3]=[C:4]([S:18][C:19]2[CH:20]=[C:21]([CH:25]=[CH:26][CH:27]=2)[C:22](O)=[O:23])[C:5]([NH:8][C:9]2[S:10][C:11]3[C:16]([N:17]=2)=[CH:15][CH:14]=[CH:13][N:12]=3)=[N:6][CH:7]=1.[CH3:28][N:29]([CH3:33])[CH2:30][CH2:31][NH2:32].Cl.CN(C)CCCN=C=NCC.C1C=CC2N(O)N=NC=2C=1.O.C(N(CC)C(C)C)(C)C>CN(C=O)C.O>[Br:1][C:2]1[CH:3]=[C:4]([S:18][C:19]2[CH:20]=[C:21]([CH:25]=[CH:26][CH:27]=2)[C:22]([NH:32][CH2:31][CH2:30][N:29]([CH3:33])[CH3:28])=[O:23])[C:5]([NH:8][C:9]2[S:10][C:11]3[C:16]([N:17]=2)=[CH:15][CH:14]=[CH:13][N:12]=3)=[N:6][CH:7]=1 |f:2.3,4.5|. Procedure: 3-(5-bromo-2-(thiazolo[5,4-b]pyridin-2-ylamino)pyridin-3-ylthio)benzoic acid (0.080 g, 0.17 mmol) and N1,N1-dimethylethane-1,2-diamine (0.020 g, 0.23 mmol) were dissolved in DMF. 1-(3-dimethylaminopropyl)-3-ethylcarbodiimide hydrochloride (0.037 g, 0.19 mmol) and HOBT-H2O (0.029 g, 0.19 mmol) were then added. N,N-Diisopropylethylamine (0.034 mL, 0.19 mmol) was added last. The reaction was stirred at ambient temperature for 2 days. The material was diluted with water and the solid was filtered an... Starting materials: ClCCCS(=O)(=O)N1CCC(CC1)C1=NNC2=C(C=C(C=C12)C1=CC=CC=C1)C(=O)N (3-{1-[(3-chloropropyl)sulfonyl]-4-piperidinyl}-5-phenyl-1H-indazole-7-carboxamide), ClCCCS(=O)(=O)N1CCC(CC1)C1=NNC2=C(C=C(C=C12)C1=CC=CC=C1)C(=O)N (3-{1-[(3-chloropropyl)sulfonyl]-4-piperidinyl}-5-phenyl-1H-indazole-7-carboxamide), C(=O)([O-])[O-].[K+].[K+] (K2CO3), C1(CCCC1)N (cyclopentylamine), [I-].[Na+] (sodium iodide). Solvent: CN(C)C=O (DMF). Run at temperature 120 celsius, time 1 minute. Yields the product C1(CCCC1)NCCCS(=O)(=O)N1CCC(CC1)C1=NNC2=C(C=C(C=C12)C1=CC=CC=C1)C(=O)N (3-(1-{[3-(cyclopentylamino)propyl]sulfonyl}-4-piperidinyl)-5-phenyl-1H-indazole-7-carboxamide). Isolated yield 26.1%. RXN SMILES: Cl[CH2:2][CH2:3][CH2:4][S:5]([N:8]1[CH2:13][CH2:12][CH:11]([C:14]2[C:22]3[C:17](=[C:18]([C:29]([NH2:31])=[O:30])[CH:19]=[C:20]([C:23]4[CH:28]=[CH:27][CH:26]=[CH:25][CH:24]=4)[CH:21]=3)[NH:16][N:15]=2)[CH2:10][CH2:9]1)(=[O:7])=[O:6].C([O-])([O-])=O.[K+].[K+].[CH:38]1([NH2:43])[CH2:42][CH2:41][CH2:40][CH2:39]1.[I-].[Na+]>CN(C=O)C>[CH:38]1([NH:43][CH2:2][CH2:3][CH2:4][S:5]([N:8]2[CH2:13][CH2:12][CH:11]([C:14]3[C:22]4[C:17](=[C:18]([C:29]([NH2:31])=[O:30])[CH:19]=[C:20]([C:23]5[CH:28]=[CH:27][CH:26]=[CH:25][CH:24]=5)[CH:21]=4)[NH:16][N:15]=3)[CH2:10][CH2:9]2)(=[O:7])=[O:6])[CH2:42][CH2:41][CH2:40][CH2:39]1 |f:1.2.3,5.6|. Reported procedure: To a solution of 3-{1-[(3-chloropropyl)sulfonyl]-4-piperidinyl}-5-phenyl-1H-indazole-7-carboxamide (Intermediate 22) (19 mg, 0.0413 mmol) in DMF (1 mL) was added K2CO3 (25 mg, 0.165 mmol), cyclopentylamine (22 uL, 0.2065 mmol) and sodium iodide (1.0 mg). The reaction mixture was heated to 120° C. for 14 hrs. The solution was filtered and concentrated. The residue was purified by using a Gilson semi-preparative HPLC system with a YMC ODS-A (C-18) column 50 mm by 20 mm ID, eluting with 10% B to 80... The reactants are CCCC1CN(C(=O)OC(C)(C)C)CC(O)C1c1ccc(Cl)cc1, CCn1c(CCl)nc2ccccc21. Yields the product CCCC1CN(C(=O)OC(C)(C)C)CC(OCc2nc3ccccc3n2CC)C1c1ccc(Cl)cc1. Reaction SMILES: [Cl:1][c:2]1[cH:3][cH:4][c:5]([CH:8]2[CH:9]([OH:24])[CH2:10][N:11]([C:17](=[O:18])[O:19][C:20]([CH3:21])([CH3:22])[CH3:23])[CH2:12][CH:13]2[CH2:14][CH2:15][CH3:16])[cH:6][cH:7]1.[Cl:25][CH2:26][c:27]1[n:28][c:29]2[c:30]([n:31]1[CH2:32][CH3:33])[cH:34][cH:35][cH:36][cH:37]2>>[Cl:1][c:2]1[cH:3][cH:4][c:5]([CH:8]2[CH:9]([O:24][CH2:26][c:27]3[n:28][c:29]4[c:30]([n:31]3[CH2:32][CH3:33])[cH:34][cH:35][cH:36][cH:37]4)[CH2:10][N:11]([C:17](=[O:18])[O:19][C:20]([CH3:21])([CH3:22])[CH3:23])[CH2:12][CH:13]2[CH2:14][CH2:15][CH3:16])[cH:6][cH:7]1.